Dataset: the Open Reaction Database (ORD), a public repository of structured organic reaction records. Task: describe an organic reaction: reactants, conditions, products, and yield Starting materials: C1(CCCCC1)OC=1C=C2C(=CNC2=CC1)C=1CCN(CC1)C (5-cyclohexyloxy-3-(1-methyl-1,2,3,6-tetrahydro-4-pyridinyl)-1H-indole), C(C)(C)(C)C1=CC=C(C=C1)S(=O)(=O)Cl (4-t-butylphenylsulfonyl chloride). Product: C(C)(C)(C)C1=CC=C(C=C1)S(=O)(=O)N1C=C(C2=CC(=CC=C12)OC1CCCCC1)C=1CCN(CC1)C (1-(4-t-Butylphenylsulfonyl)-5-cyclohexyloxy-3-(1-methyl-1,2,3,6-tetrahydro-4-pyridinyl)indole). Reaction SMILES: [CH:1]1([O:7][C:8]2[CH:9]=[C:10]3[C:14](=[CH:15][CH:16]=2)[NH:13][CH:12]=[C:11]3[C:17]2[CH2:18][CH2:19][N:20]([CH3:23])[CH2:21][CH:22]=2)[CH2:6][CH2:5][CH2:4][CH2:3][CH2:2]1.[C:24]([C:28]1[CH:33]=[CH:32][C:31]([S:34](Cl)(=[O:36])=[O:35])=[CH:30][CH:29]=1)([CH3:27])([CH3:26])[CH3:25]>>[C:24]([C:28]1[CH:33]=[CH:32][C:31]([S:34]([N:13]2[C:14]3[C:10](=[CH:9][C:8]([O:7][CH:1]4[CH2:6][CH2:5][CH2:4][CH2:3][CH2:2]4)=[CH:16][CH:15]=3)[C:11]([C:17]3[CH2:18][CH2:19][N:20]([CH3:23])[CH2:21][CH:22]=3)=[CH:12]2)(=[O:36])=[O:35])=[CH:30][CH:29]=1)([CH3:27])([CH3:25])[CH3:26]. Procedure: (34.0 mg, 81%); from 5-cyclohexyloxy-3-(1-methyl-1,2,3,6-tetrahydro-4-pyridinyl)-1H-indole (Example 4c, 25.6 mg, 0.082 mmol) and 4-t-butylphenylsulfonyl chloride (37.2 mg, 0.16 mmol); HRMS-FAB+ for C30H38N2O3S: calculated MH+ : 507.26813; found: 507.27183. The reactants are COC(C1=CC=C(C=C1)O)=O (methyl-4-hydroxybenzoate), BrCCCCCl (1-bromo-4-chlorobutane), C([O-])([O-])=O.[K+].[K+] (potassium carbonate). Run in CC(=O)C (acetone). Yields the product COC(C1=CC=C(C=C1)OCCCCCl)=O (4-(4-Chlorobutyoxy)benzoic acid methyl ester). The yield is 91.3%. RXN SMILES: [CH3:1][O:2][C:3](=[O:11])[C:4]1[CH:9]=[CH:8][C:7]([OH:10])=[CH:6][CH:5]=1.Br[CH2:13][CH2:14][CH2:15][CH2:16][Cl:17].C(=O)([O-])[O-].[K+].[K+]>CC(C)=O>[CH3:1][O:2][C:3](=[O:11])[C:4]1[CH:9]=[CH:8][C:7]([O:10][CH2:13][CH2:14][CH2:15][CH2:16][Cl:17])=[CH:6][CH:5]=1 |f:2.3.4|. Reported procedure: A mixture of 30.4 g (0.2 mole) of methyl-4-hydroxybenzoate, 68.6 g (0.4 mole) of 1-bromo-4-chlorobutane and 82.9 g (0.6 mole) of anhydrous potassium carbonate in 1 liter of acetone was heated at reflux for 17 hr. The mixture was cooled, filtered, and the filtrate concentrated under reduced pressure to give an oil which crystallized. The solid was triturated with cold petroleum ether (30°-60° C.), collected by filtration, and dried to yield 44.3 g (92%) of title compound as a white solid. An anal...